Dataset: the Open Reaction Database (ORD), a public repository of structured organic reaction records. Task: describe an organic reaction: reactants, conditions, products, and yield Reactants: C1(CCCC1)OC(NCC1(CC1)C1=NN2C(C(=CC=C2I)OC)=N1)=O ([1-(5-Iodo-8-methoxy-[1,2,4]triazolo[1,5-a]pyridin-2-yl)-cyclopropylmethyl]-carbamic acid cyclopentyl ester), C(#N)C=1C=C(C=CC1)B(O)O (3-cyanophenyl boronic acid), C(=O)([O-])[O-].[K+].[K+] (K2CO3). The reagents and catalysts are C=1C=CC(=CC1)[P](C=2C=CC=CC2)(C=3C=CC=CC3)[Pd]([P](C=4C=CC=CC4)(C=5C=CC=CC5)C=6C=CC=CC6)([P](C=7C=CC=CC7)(C=8C=CC=CC8)C=9C=CC=CC9)[P](C=1C=CC=CC1)(C=1C=CC=CC1)C=1C=CC=CC1 (Pd(PPh3)4). The solvent is COCCOC (DME), [Cl-].[Na+].O (brine). Product: C1(CCCC1)OC(NCC1(CC1)C1=NN2C(C(=CC=C2C2=CC(=CC=C2)C#N)OC)=N1)=O ({1-[5-(3-Cyano-phenyl)-8-methoxyl-[1,2,4]triazolo[1,5-a]pyridin-2-yl]-cyclopropylmethyl}-carbamic acid cyclopentyl ester). Reaction SMILES: [CH:1]1([O:6][C:7](=[O:25])[NH:8][CH2:9][C:10]2([C:13]3[N:24]=[C:16]4[C:17]([O:22][CH3:23])=[CH:18][CH:19]=[C:20](I)[N:15]4[N:14]=3)[CH2:12][CH2:11]2)[CH2:5][CH2:4][CH2:3][CH2:2]1.C([O-])([O-])=O.[K+].[K+].[C:32]([C:34]1[CH:35]=[C:36](B(O)O)[CH:37]=[CH:38][CH:39]=1)#[N:33]>COCCOC.[Cl-].[Na+].O.C1C=CC([P]([Pd]([P](C2C=CC=CC=2)(C2C=CC=CC=2)C2C=CC=CC=2)([P](C2C=CC=CC=2)(C2C=CC=CC=2)C2C=CC=CC=2)[P](C2C=CC=CC=2)(C2C=CC=CC=2)C2C=CC=CC=2)(C2C=CC=CC=2)C2C=CC=CC=2)=CC=1>[CH:1]1([O:6][C:7](=[O:25])[NH:8][CH2:9][C:10]2([C:13]3[N:24]=[C:16]4[C:17]([O:22][CH3:23])=[CH:18][CH:19]=[C:20]([C:38]5[CH:37]=[CH:36][CH:35]=[C:34]([C:32]#[N:33])[CH:39]=5)[N:15]4[N:14]=3)[CH2:12][CH2:11]2)[CH2:5][CH2:4][CH2:3][CH2:2]1 |f:1.2.3,6.7.8,^1:55,57,76,95|. Procedure details: In a screw cap vial [1-(5-Iodo-8-methoxy-[1,2,4]triazolo[1,5-a]pyridin-2-yl)-cyclopropylmethyl]-carbamic acid cyclopentyl ester was dissolved in DME (0.45 mL) and 1 M K2CO3 (0.14 mL) under argon. 3-cyanophenyl boronic acid (0.021 g, 0.15 mmol) and Pd(PPh3)4 (4 mg, 0.004 mmol) were added. The suspension was shaken at 80° C. for 17 h after which brine was added, and the aqueous phase was extracted with DCM (×3). The combined organic phases were dried, filtered and concentrated. The crude product w... The reactants are solution, BrCCF (1-bromo-2-fluoroethane), O1C(COC2=CC=C(NC3=NC=NC(=C3)NC3=C(C=C(C=C3)F)F)C=C2)C1 (4-[4-(2,3-epoxypropoxy)anilino]-6-(2,4-difluoroanilino)pyrimidine), NC1=CC=CC=C1 (aniline), CC(C)([O-])C.[Na+] (sodium tert-butoxide). Isolated yield 75.0%. The product is O1C(COC2=CC=C(NC3=NC=NC(=C3)N(C3=C(C=C(C=C3)F)F)CCF)C=C2)C1 (4-[4-(2,3-Epoxypropoxy)anilino]-6-[N-(2-fluoroethyl)-2,4-difluoroanilino]pyrimidine). RXN SMILES: [O:1]1[CH2:27][CH:2]1[CH2:3][O:4][C:5]1[CH:26]=[CH:25][C:8]([NH:9][C:10]2[CH:15]=[C:14]([NH:16][C:17]3[CH:22]=[CH:21][C:20]([F:23])=[CH:19][C:18]=3[F:24])[N:13]=[CH:12][N:11]=2)=[CH:7][CH:6]=1.NC1C=CC=CC=1.CC(C)([O-])C.[Na+].Br[CH2:42][CH2:43][F:44]>CN(C=O)C.O>[O:1]1[CH2:27][CH:2]1[CH2:3][O:4][C:5]1[CH:26]=[CH:25][C:8]([NH:9][C:10]2[CH:15]=[C:14]([N:16]([CH2:42][CH2:43][F:44])[C:17]3[CH:22]=[CH:21][C:20]([F:23])=[CH:19][C:18]=3[F:24])[N:13]=[CH:12][N:11]=2)=[CH:7][CH:6]=1 |f:2.3|. Conditions: time 10 minute. Reported procedure: To a solution of 4-[4-(2,3-epoxypropoxy)anilino]-6-(2,4-difluoroanilino)pyrimidine (prepared by an analogous procedure to Reference Examples 9 and using the appropriate aniline) (1.4 g) in DMF (11 ml) at 0° C. was added sodium tert-butoxide (580 mg) and the mixture stirred for 10 minutes. To a portion of this solution (2.2 ml) was added 1-bromo-2-fluoroethane (0.11 ml) and the reaction stirred for 1 hour. The solution was then poured into water and extracted with EtOAc. The organic extract was d... Run in O (water), CN(C)C=O (DMF). The reactants are NC1=NNC2=C1C(N(C=C2)C2=C(C=NC=C2)Cl)=O (3-amino-5-(3-chloropyridin-4-yl)-1H-pyrazolo[4,3-c]pyridin-4(5H)-one), BrBr (bromine). The solvent is C(C)(=O)O (acetic acid). Conditions: temperature 60 celsius, time 3 hour. Product: Br.NC1=NNC2=C1C(N(C=C2Br)C2=C(C=NC=C2)Cl)=O (3-amino-7-bromo-5-(3-chloropyridin-4-yl)-1H-pyrazolo[4,3-c]pyridin-4(5H)-one hydrobromide). RXN SMILES: [NH2:1][C:2]1[C:6]2[C:7](=[O:18])[N:8]([C:11]3[CH:16]=[CH:15][N:14]=[CH:13][C:12]=3[Cl:17])[CH:9]=[CH:10][C:5]=2[NH:4][N:3]=1.[Br:19]Br>C(O)(=O)C>[BrH:19].[NH2:1][C:2]1[C:6]2[C:7](=[O:18])[N:8]([C:11]3[CH:16]=[CH:15][N:14]=[CH:13][C:12]=3[Cl:17])[CH:9]=[C:10]([Br:19])[C:5]=2[NH:4][N:3]=1 |f:3.4|. Procedure details: To a mixture of 3-amino-5-(3-chloropyridin-4-yl)-1H-pyrazolo[4,3-c]pyridin-4(5H)-one obtained in Step D (0.25 g) and acetic acid (30 mL) was slowly added bromine (0.10 mL) at 60° C., and the reaction mixture was stirred at 60° C. for 3 hr. The solvent was evaporated under reduced pressure, and the residue was recrystallized from acetic acid to give the title compound (0.27 g).